From a dataset of the Open Reaction Database (ORD), a public repository of structured organic reaction records. describe an organic reaction: reactants, conditions, products, and yield The reactants are ClCCl, COc1cc(C(=O)N2Cc3ccccc3Cc3ccccc32)ccc1N, Cc1ccccc1C(=O)Cl, CCN(C(C)C)C(C)C. The product is COc1cc(C(=O)N2Cc3ccccc3Cc3ccccc32)ccc1NC(=O)c1ccccc1C. As a reaction SMILES: [CH2:46]([Cl:47])[Cl:48].[CH3:1][O:2][c:3]1[cH:4][c:5]([C:6](=[O:7])[N:8]2[c:9]3[c:10]([cH:19][cH:20][cH:21][cH:22]3)[CH2:11][c:12]3[c:13]([cH:15][cH:16][cH:17][cH:18]3)[CH2:14]2)[cH:23][cH:24][c:25]1[NH2:26].[CH3:36][c:37]1[c:38]([C:39](=[O:40])[Cl:41])[cH:42][cH:43][cH:44][cH:45]1.[CH:27]([N:28]([CH2:29][CH3:30])[CH:31]([CH3:32])[CH3:33])([CH3:34])[CH3:35]>>[CH3:1][O:2][c:3]1[cH:4][c:5]([C:6](=[O:7])[N:8]2[c:9]3[c:10]([cH:19][cH:20][cH:21][cH:22]3)[CH2:11][c:12]3[c:13]([cH:15][cH:16][cH:17][cH:18]3)[CH2:14]2)[cH:23][cH:24][c:25]1[NH:26][C:39]([c:38]1[c:37]([CH3:36])[cH:45][cH:44][cH:43][cH:42]1)=[O:40]. The reactants are Nc1cnc(Cl)nc1, O=C(O)c1cc2cc(C(F)(F)F)cnc2n1Cc1cccc(F)c1. Yields the product O=C(Nc1cnc(Cl)nc1)c1cc2cc(C(F)(F)F)cnc2n1Cc1cccc(F)c1. Reaction SMILES: [Cl:25][c:26]1[n:27][cH:28][c:29]([NH2:32])[cH:30][n:31]1.[F:1][C:2]([c:3]1[cH:4][c:5]2[c:6]([n:7][cH:8]1)[n:9]([CH2:15][c:16]1[cH:17][c:18]([F:22])[cH:19][cH:20][cH:21]1)[c:10]([C:12](=[O:13])[OH:14])[cH:11]2)([F:23])[F:24]>>[F:1][C:2]([c:3]1[cH:4][c:5]2[c:6]([n:7][cH:8]1)[n:9]([CH2:15][c:16]1[cH:17][c:18]([F:22])[cH:19][cH:20][cH:21]1)[c:10]([C:12](=[O:13])[NH:32][c:29]1[cH:28][n:27][c:26]([Cl:25])[n:31][cH:30]1)[cH:11]2)([F:23])[F:24]. Starting materials: C1(CCC1)C=1N=C(SC1)/C=C/C=1C=C(C=CC1)NC(CC1=C(C(=O)O)C=CC=C1)=O ((E)-2-[2-[3-[2-[4-(cyclobutyl)-2-thiazolyl]ethenyl]phenylamino]-2-oxoethyl]benzoic acid), OCC(N)(CO)CO (tris-(hydroxymethyl)-amino-methane). Solvent: C(C)O (ethyl alcohol). Yields the product OCC(N)(CO)CO.C1(CCC1)C=1N=C(SC1)C=CC=1C=C(C=CC1)NC(CC1=C(C(=O)O)C=CC=C1)=O (2-[2-[3-[2-[4-(cyclobutyl)-2-thiazolyl]ethenyl]phenylamino]-2-oxoethyl]benzoic acid tris-(hydroxymethyl)-amino-methane salt). RXN SMILES: [CH:1]1([C:5]2[N:6]=[C:7](/[CH:10]=[CH:11]/[C:12]3[CH:13]=[C:14]([NH:18][C:19](=[O:30])[CH2:20][C:21]4[CH:29]=[CH:28][CH:27]=[CH:26][C:22]=4[C:23]([OH:25])=[O:24])[CH:15]=[CH:16][CH:17]=3)[S:8][CH:9]=2)[CH2:4][CH2:3][CH2:2]1.[OH:31][CH2:32][C:33]([CH2:37][OH:38])([CH2:35][OH:36])[NH2:34]>C(O)C>[OH:31][CH2:32][C:33]([CH2:37][OH:38])([CH2:35][OH:36])[NH2:34].[CH:1]1([C:5]2[N:6]=[C:7]([CH:10]=[CH:11][C:12]3[CH:13]=[C:14]([NH:18][C:19](=[O:30])[CH2:20][C:21]4[CH:29]=[CH:28][CH:27]=[CH:26][C:22]=4[C:23]([OH:25])=[O:24])[CH:15]=[CH:16][CH:17]=3)[S:8][CH:9]=2)[CH2:2][CH2:3][CH2:4]1 |f:3.4|. Reported procedure: A mixture of 0.418 g of (E)-2-[2-[3-[2-[4-(cyclobutyl)-2-thiazolyl]ethenyl]phenylamino]-2-oxoethyl]benzoic acid and 0.1214 g of tris-(hydroxymethyl)-amino-methane were solubilized in 10 ml of ethyl alcohol with warming on a steam bath until all the solids had solubilized. After cooling the reaction mixture was condensed in vacuo at 40° C. to constant weight to yield E)-2-[2-[3-[2-[4-(cyclobutyl)-2-thiazolyl]ethenyl]phenylamino]-2-oxoethyl]benzoic acid tris-(hydroxymethyl)-amino-methane salt as a... The reactants are Brc1cccs1, CCCCCCCCCCc1ccc(Br)s1, C1CCOC1, Cl, [Mg]. Product: CCCCCCCCCCc1ccc(-c2cccs2)s1. RXN SMILES: [Br:2][c:3]1[s:4][cH:5][cH:6][cH:7]1.[Br:8][c:9]1[s:10][c:11]([CH2:14][CH2:15][CH2:16][CH2:17][CH2:18][CH2:19][CH2:20][CH2:21][CH2:22][CH3:23])[cH:12][cH:13]1.[CH2:25]1[O:26][CH2:27][CH2:28][CH2:29]1.[ClH:24].[Mg:1]>>[c:3]1(-[c:9]2[s:10][c:11]([CH2:14][CH2:15][CH2:16][CH2:17][CH2:18][CH2:19][CH2:20][CH2:21][CH2:22][CH3:23])[cH:12][cH:13]2)[s:4][cH:5][cH:6][cH:7]1. Starting materials: [H-].[Al+3].[Li+].[H-].[H-].[H-] (lithium aluminium hydride), COC1=CC=C(C=C1)C=1OC2=C(C(N1)=O)C=CC=C2 (2-(4'-methoxyphenyl)-4H-1,3-benzoxazine-4-one), C12C(C3CC(CC(C1)C3)C2)=O (adamantanone), O (water). The reagents and catalysts are [Cl-].[Ti+4].[Cl-].[Cl-].[Cl-] (titanium chloride). Solvent: C1CCOC1 (THF), C(C)(=O)OCC (ethyl acetate). Conditions: time 60 minute. Product: C12C(C3CC(CC(C1)C3)C2)=C2N=C(OC3=C2C=CC=C3)C3=CC=C(C=C3)OC (4-Adamantylidene-2-(4'-methoxyphenyl)-4H-1,3-benzoxazine). RXN SMILES: [H-].[Al+3].[Li+].[H-].[H-].[H-].[CH3:7][O:8][C:9]1[CH:14]=[CH:13][C:12]([C:15]2[O:16][C:17]3[CH:25]=[CH:24][CH:23]=[CH:22][C:18]=3[C:19](=O)[N:20]=2)=[CH:11][CH:10]=1.[CH:26]12[CH2:35][CH:30]3[CH2:31][CH:32]([CH2:34][CH:28]([CH2:29]3)[C:27]1=O)[CH2:33]2.O>C1COCC1.[Cl-].[Ti+4].[Cl-].[Cl-].[Cl-].C(OCC)(=O)C>[CH:26]12[CH2:35][CH:30]3[CH2:31][CH:32]([CH2:34][CH:28]([CH2:29]3)[C:27]1=[C:19]1[C:18]3[CH:22]=[CH:23][CH:24]=[CH:25][C:17]=3[O:16][C:15]([C:12]3[CH:13]=[CH:14][C:9]([O:8][CH3:7])=[CH:10][CH:11]=3)=[N:20]1)[CH2:33]2 |f:0.1.2.3.4.5,10.11.12.13.14|. Procedure: 21 mmol lithium aluminium hydride is carefully added to a suspension of 40 mmol titanium chloride in 100 ml absolute THF while stirring vigorously. After stirring for 1 hour at room temperature, a mixture of 15 mmol 2-(4'-methoxyphenyl)-4H-1,3-benzoxazine-4-one and 11 mmol adamantanone is added while cooling on ice. It is heated to boiling for 60 min under reflux. After cooling to room temperature it is poured onto 200 ml water. The mixture is shaken out twice with 200 ml ethyl acetate each time... The reactants are C(C)C(C1=CC=C(C=C1)OCCBr)(C1=CC=C(C=C1)F)O (α-ethyl-α-(4-fluorophenyl)-4-(2-bromoethoxy)-benzylalcohol), N1CCCCC1 (piperidine). Reaction conditions: time 2 hour. The product is C(C)C(C1=CC=C(C=C1)OCCN1CCCCC1)(C1=CC=C(C=C1)F)O (α-Ethyl-α-(4-fluorophenyl)-4-[2-(piperidin-1-yl)-ethoxy]-benzylalcohol). As a reaction SMILES: [CH2:1]([C:3]([OH:21])([C:14]1[CH:19]=[CH:18][C:17]([F:20])=[CH:16][CH:15]=1)[C:4]1[CH:9]=[CH:8][C:7]([O:10][CH2:11][CH2:12]Br)=[CH:6][CH:5]=1)[CH3:2].[NH:22]1[CH2:27][CH2:26][CH2:25][CH2:24][CH2:23]1>>[CH2:1]([C:3]([OH:21])([C:14]1[CH:19]=[CH:18][C:17]([F:20])=[CH:16][CH:15]=1)[C:4]1[CH:9]=[CH:8][C:7]([O:10][CH2:11][CH2:12][N:22]2[CH2:27][CH2:26][CH2:25][CH2:24][CH2:23]2)=[CH:6][CH:5]=1)[CH3:2]. Procedure details: 17.6 g. of α-ethyl-α-(4-fluorophenyl)-4-(2-bromoethoxy)-benzylalcohol and 30 ml. of dry piperidine are refluxed with stirring for two hours. Piperidine is distilled off from the reaction mixture under reduced pressure, to the residue water is added, and it is extracted with ether. The ethereal phase is washed to neutral with water, dried over anhydrous potassium carbonate, and then ether is distilled off. Crystallization of the residue from n-hexane yields 14.9 g. of the named compound, melting ...